Dataset: the Open Reaction Database (ORD), a public repository of structured organic reaction records. Task: describe an organic reaction: reactants, conditions, products, and yield Reactants: [N+](=O)([O-])C1=CC=C(CC(C#N)C#N)C=C1 ((4-nitrobenzyl)malononitrile), compound ( 47 ), [H-].[Na+] (sodium hydride), BrCCF (1-bromo-2-fluoroethane). Run in CN(C=O)C (N,N-dimethylformamide). The product is [N+](=O)([O-])C1=CC=C(CC(C#N)(C#N)CCF)C=C1 (2-(4-nitrobenzyl)-2-(2-fluoroethyl)malononitrile). Yield: 20.5%. RXN SMILES: [N+:1]([C:4]1[CH:15]=[CH:14][C:7]([CH2:8][CH:9]([C:12]#[N:13])[C:10]#[N:11])=[CH:6][CH:5]=1)([O-:3])=[O:2].[H-].[Na+].Br[CH2:19][CH2:20][F:21]>CN(C)C=O>[N+:1]([C:4]1[CH:5]=[CH:6][C:7]([CH2:8][C:9]([CH2:19][CH2:20][F:21])([C:10]#[N:11])[C:12]#[N:13])=[CH:14][CH:15]=1)([O-:3])=[O:2] |f:1.2|. Reported procedure: Using 0.40 g of (4-nitrobenzyl)malononitrile, 5 ml of N,N-dimethylformamide, 0.12 g of sodium hydride (60% in oil), and 0.25 g of 1-bromo-2-fluoroethane, and according to the process described in the Production Example 1, there was obtained 0.10 g of 2-(4-nitrobenzyl)-2-(2-fluoroethyl)malononitrile (the present compound (47)). Reactants: BrCc1ccccc1, CC(=O)N1CCN(NC(=O)c2ccc(F)cc2)CC1, CN(C)C=O, CCCCCC, CCOC(C)=O, [H-], [Na+], O. The product is CC(=O)N1CCN(N(Cc2ccccc2)C(=O)c2ccc(F)cc2)CC1. As a reaction SMILES: [Br:27][CH2:28][c:29]1[cH:30][cH:31][cH:32][cH:33][cH:34]1.[C:1]([CH3:2])(=[O:3])[N:4]1[CH2:5][CH2:6][N:7]([NH:10][C:11]([c:12]2[cH:13][cH:14][c:15]([F:18])[cH:16][cH:17]2)=[O:19])[CH2:8][CH2:9]1.[CH3:20][N:21]([CH3:22])[CH:23]=[O:24].[CH3:35][CH2:36][CH2:37][CH2:38][CH2:39][CH3:40].[CH3:41][CH2:42][O:43][C:44](=[O:45])[CH3:46].[H-:25].[Na+:26].[OH2:47]>>[C:1]([CH3:2])(=[O:3])[N:4]1[CH2:5][CH2:6][N:7]([N:10]([C:11]([c:12]2[cH:13][cH:14][c:15]([F:18])[cH:16][cH:17]2)=[O:19])[CH2:28][c:29]2[cH:30][cH:31][cH:32][cH:33][cH:34]2)[CH2:8][CH2:9]1.